Dataset: the Open Reaction Database (ORD), a public repository of structured organic reaction records. Task: describe an organic reaction: reactants, conditions, products, and yield The reactants are NC1=C(C(=NCCC)NCCC)C=C(C=C1)Cl (2-amino-5-chloro-N,N′-dipropylbenzamidine), C(CC)OC(OCCC)(OCCC)OCCC (tetra-n-propylorthocarbonate). Yields the product ClC=1C=C2C(N(C(=NC2=CC1)OCCC)CCC)=CCCN ((6-Chloro-2-propoxy-3-propyl-3H-quinazoline-4-ylidene)propylamine). RXN SMILES: [NH2:1][C:2]1[CH:16]=[CH:15][C:14]([Cl:17])=[CH:13][C:3]=1[C:4]([NH:9][CH2:10][CH2:11][CH3:12])=NCCC.C(O[C:22]([O:31][CH2:32][CH2:33][CH3:34])(OCCC)OCCC)CC>>[Cl:17][C:14]1[CH:13]=[C:3]2[C:2](=[CH:16][CH:15]=1)[N:1]=[C:22]([O:31][CH2:32][CH2:33][CH3:34])[N:9]([CH2:10][CH2:11][CH3:12])[C:4]2=[CH:4][CH2:3][CH2:2][NH2:1]. Reported procedure: In a small distillation apparatus 2.5 g (9.8 mmol) of 2-amino-5-chloro-N,N′-dipropylbenzamidine and 3.4 g (13.8 mmol) tetra-n-propylorthocarbonate are heated at 135° C. for 14 hours. Then propanol and excess tetra-n-propylorthocarbonate are distilled off in a water jet vacuum and the residue is purified by column chromatography on silica gel (eluant: hexane/tert.butylmethylether 10:1). Yield: 1.1 g of (6-chloro-2-propoxy-3-propyl-3H-quinazolidine-4-ylidene)propylamine in the form of brownish cry... Starting materials: Cl (hydrochloric acid), CC([O-])C.[Al+3].CC([O-])C.CC([O-])C (aluminum isopropoxide), [N+](=O)([O-])C1=C(C=O)C=CC=C1 (2-nitrobenzaldehyde), C(C=CC1=CC=CC=C1)O (Cinnamyl alcohol). Solvent: C1=CC=CC=C1 (benzene), C(C)(=O)OCC (ethyl acetate). Reaction conditions: time 1 hour. The product is C(C=CC1=CC=CC=C1)=O (Cinnamaldehyde). Isolated yield 98.4%. As a reaction SMILES: [CH2:1]([OH:10])[CH:2]=[CH:3][C:4]1[CH:9]=[CH:8][CH:7]=[CH:6][CH:5]=1.CC(C)[O-].[Al+3].CC(C)[O-].CC(C)[O-].[N+](C1C=CC=CC=1C=O)([O-])=O.Cl>C1C=CC=CC=1.C(OCC)(=O)C>[CH:1](=[O:10])[CH:2]=[CH:3][C:4]1[CH:9]=[CH:8][CH:7]=[CH:6][CH:5]=1 |f:1.2.3.4|. Procedure: Cinnamyl alcohol (270 mg, 2.0 mmol) was dissolved in benzene (1 mL), added with aluminum isopropoxide (40 mg, 0.1 eq, 0.20 mmol) and 2-nitrobenzaldehyde (390 mg, 1.3 eq, 2.6 mmol) and stirred at room temperature for 1 hour. The reaction mixture was added with ethyl acetate and made acidic with addition of 2 N hydrochloric acid, and then the organic layer was separated. Subsequently, the organic layer was washed with saturated brine and dried over magnesium sulfate. The solvent was evaporated in ... Reactants: [Cl-].[Li+] (lithium chloride), C(#N)C=1C=C(C(=O)N2CS(C3=C2C=CC=C3)(=O)=O)C=C(C1OC)C#C (3-(3-cyano-5-ethynyl-4-methoxybenzoyl)-1,1-dioxo-2,3-dihydro-1,3-benzothiazole), Cl (hydrochloric acid). Solvent: CN(C=O)C (N,N-dimethylformamide). Reaction conditions: temperature 100 celsius, time 1 hour. Product: C(#N)C=1C=C(C(=O)N2CS(C3=C2C=CC=C3)(=O)=O)C=C(C1O)C#C (3-(3-cyano-5-ethynyl-4-hydroxybenzoyl)-1,1-dioxo-2,3-dihydro-1,3-benzothiazole). Yield: 53.9%. As a reaction SMILES: [C:1]([C:3]1[CH:4]=[C:5]([CH:19]=[C:20]([C:24]#[CH:25])[C:21]=1[O:22]C)[C:6]([N:8]1[C:12]2[CH:13]=[CH:14][CH:15]=[CH:16][C:11]=2[S:10](=[O:18])(=[O:17])[CH2:9]1)=[O:7])#[N:2].[Cl-].[Li+].Cl>CN(C)C=O>[C:1]([C:3]1[CH:4]=[C:5]([CH:19]=[C:20]([C:24]#[CH:25])[C:21]=1[OH:22])[C:6]([N:8]1[C:12]2[CH:13]=[CH:14][CH:15]=[CH:16][C:11]=2[S:10](=[O:18])(=[O:17])[CH2:9]1)=[O:7])#[N:2] |f:1.2|. Reported procedure: 3-(3-cyano-5-ethynyl-4-methoxybenzoyl)-1,1-dioxo-2,3-dihydro-1,3-benzothiazole (197 mg) was dissolved in N,N-dimethylformamide (2 mL), and lithium chloride (239 mg) was added to the solution, and then the mixture was stirred at 100° C. for 1 hour. To the reaction solution, 1N hydrochloric acid was added, and then the mixture was extracted with ethyl acetate. The organic layer was washed with 1N hydrochloric acid and saturated brine, and then dried over anhydrous sodium sulfate. The solvent was d... Reactants: CC(C)=C (isobutylene), CC(C)=C (isobutylene), N[C@H](C(=O)O)CC1=CC=C(C=C1)[N+](=O)[O-] ((2S)-2-amino-3-(4-nitrophenyl)propionic acid), S(O)(O)(=O)=O (sulphuric acid). Run in O1CCOCC1 (1,4-dioxane). Reaction conditions: time 24 hour. Product: N[C@H](C(=O)OC(C)(C)C)CC1=CC=C(C=C1)[N+](=O)[O-] (t-butyl (2S)-2-amino-3-(4-nitrophenyl)propionate). As a reaction SMILES: [CH3:1][C:2](=[CH2:4])[CH3:3].[NH2:5][C@@H:6]([CH2:10][C:11]1[CH:16]=[CH:15][C:14]([N+:17]([O-:19])=[O:18])=[CH:13][CH:12]=1)[C:7]([OH:9])=[O:8].S(=O)(=O)(O)O>O1CCOCC1>[NH2:5][C@@H:6]([CH2:10][C:11]1[CH:16]=[CH:15][C:14]([N+:17]([O-:19])=[O:18])=[CH:13][CH:12]=1)[C:7]([O:9][C:2]([CH3:3])([CH3:1])[CH3:4])=[O:8]. Procedure details: Liquid isobutylene (45 ml) was slowly added to a mixture of (2S)-2-amino-3-(4-nitrophenyl)propionic acid (7.2 g), 1,4-dioxane (45 ml) and concentrated sulphuric acid (4.5 ml) in a pressure bottle. The vessel was sealed and the reaction mixture was agitated at ambient temperature for 24 hours and then carefully opened. The excess of isobutylene was allowed to evaporate. The reaction mixture was poured into an ice-cold mixture of ethyl acetate (250 ml) and 0.25M NaOH(aq) (300-400 ml). The pH of th... Starting materials: CNC(=O)c1cc(Cl)ccn1, CC(C)(C)[O-], [K+], [K+], [K+], Nc1ccc(O)cc1, O=C([O-])[O-], CN(C)C=O. Product: CNC(=O)c1cc(Oc2ccc(N)cc2)ccn1. Reaction SMILES: [CH3:15][NH:16][C:17](=[O:18])[c:19]1[n:20][cH:21][cH:22][c:23]([Cl:25])[cH:24]1.[CH3:9][C:10]([CH3:11])([O-:12])[CH3:13].[K+:14].[K+:26].[K+:27].[NH2:1][c:2]1[cH:3][cH:4][c:5]([OH:6])[cH:7][cH:8]1.[O-:28][C:29]([O-:30])=[O:31].[O:32]=[CH:33][N:34]([CH3:35])[CH3:36]>>[NH2:1][c:2]1[cH:3][cH:4][c:5]([O:6][c:23]2[cH:22][cH:21][n:20][c:19]([C:17]([NH:16][CH3:15])=[O:18])[cH:24]2)[cH:7][cH:8]1. The reactants are [OH-].[Na+] (sodium hydroxide), C(C)C(C=O)=C (2-ethyl acrolein), COC=1C(=CC=CC1)N (o-anisidine), II (iodine). Solvent: S(O)(O)(=O)=O (sulphuric acid). Reaction conditions: temperature 110 celsius. Yields the product C(C)C=1C=NC2=C(C=CC=C2C1)OC (3-Ethyl-8-methoxyquinoline). As a reaction SMILES: [CH2:1]([C:3](=[CH2:6])[CH:4]=O)[CH3:2].[CH3:7][O:8][C:9]1[C:10]([NH2:15])=[CH:11][CH:12]=[CH:13][CH:14]=1.II.[OH-].[Na+]>S(=O)(=O)(O)O>[CH2:1]([C:3]1[CH:4]=[N:15][C:10]2[C:11]([CH:6]=1)=[CH:12][CH:13]=[CH:14][C:9]=2[O:8][CH3:7])[CH3:2] |f:3.4|. Procedure: Freshly distilled 2-ethyl acrolein (1.7 ml) was added, over 20 minutes, to a solution of o-anisidine (1.5 g) and iodine (20 mg) in 70% sulphuric acid (10 ml) stirring at 110° C. After 2 hours the reaction was cooled to 0° C. and basified with 25% aqueous sodium hydroxide (pH 13). The aqueous layer was extracted with ethyl acetate (2×100 ml) and the extracts combined. The organic layer was extracted with 2M hydrochloric acid (2×100 ml) and the combined acidic extracts basified once again with 25%... The reactants are NC([C@H](O)C1=NOC(=N1)C1=CC=CC=C1)CC ((S)-2-amino-1-(5-phenyl-1,2,4-oxadiazol-3-yl)-butan-1-ol), C1(CC1)C1=NOC(=N1)C(=O)C(CC)NC(=O)C(CS(=O)(=O)CC(C)C)NC(=O)N1CCOCC1 (morpholine-4-carboxylic acid [1-[1-(3-cyclopropyl-1,2,4-oxadiazole-5-carbonyl)-propylcarbamoyl]-2-(2-methyl-propane-1-sulfonyl)-ethyl]-amide), C1(CCCCC1)N=C=N (N-cyclohexylcarbodiimide), C=1C=CC2=C(C1)N=NN2O (HOBt), C(C(CO)(CO)N)O (trisamine). Run in C(Cl)Cl (methylene chloride). Conditions: time 10 minute. Product: C1(CC1)CS(=O)(=O)CC(C(NC(CC)C(C1=NOC(=N1)C1=CC=CC=C1)O)=O)NC(=O)N1CCOCC1 (morpholine-4-carboxylic acid (2-cyclopropylmethanesulfonyl-1-{1-[hydroxy-(5-phenyl-1,2,4-oxadiazol-3-yl)-methyl]-propylcarbamoyl}-ethyl)-amide). The yield is 109.2%. RXN SMILES: C1(C2N=C(C(C(N[C:15]([CH:17]([NH:26][C:27]([N:29]3[CH2:34][CH2:33][O:32][CH2:31][CH2:30]3)=[O:28])[CH2:18][S:19]([CH2:22][CH:23]([CH3:25])[CH3:24])(=[O:21])=[O:20])=[O:16])CC)=O)ON=2)CC1.C1(N=C=N)CCCCC1.C1C=CC2N(O)N=NC=2C=1.[NH2:54][CH:55]([CH2:69][CH3:70])[C@@H:56]([C:58]1[N:62]=[C:61]([C:63]2[CH:68]=[CH:67][CH:66]=[CH:65][CH:64]=2)[O:60][N:59]=1)[OH:57].C(O)C(N)(CO)CO>C(Cl)Cl>[CH:23]1([CH2:22][S:19]([CH2:18][CH:17]([NH:26][C:27]([N:29]2[CH2:30][CH2:31][O:32][CH2:33][CH2:34]2)=[O:28])[C:15](=[O:16])[NH:54][CH:55]([CH:56]([OH:57])[C:58]2[N:62]=[C:61]([C:63]3[CH:68]=[CH:67][CH:66]=[CH:65][CH:64]=3)[O:60][N:59]=2)[CH2:69][CH3:70])(=[O:20])=[O:21])[CH2:24][CH2:25]1. Procedure details: A suspension of (R)-3-cyclopropylmethanesulfonyl-2-[(morpholine-4-carbonyl)-amino]-propionic acid (110 mg, 0.344 mmol, Reference Example 4) in methylene chloride (10 mL) was treated with PS-bound N-cyclohexylcarbodiimide (HL 200-400 mesh cross linked with 2% DVB) from Novabiochem (320 mg, 0.618 mmol, 1.93 mmol/g loading) and stirred at room temperature for 10 minutes. HOBt (43 mg, 0.319 mmol) was added followed by (S)-2-amino-1-(5-phenyl-1,2,4-oxadiazol-3-yl)-butan-1-ol (73 mg, 0.313 mmol, Refer... Reactants: N(CCCCCCNC1CC(NC(C1)(C)C)(C)C)C1CC(NC(C1)(C)C)(C)C (4,4'(hexamethylenediimino)bis(2,2,6,6-tetramethylpiperidine)), ClC1=NC(=NC(=N1)NC(C)(C)CC(C)(C)C)NC(C)(C)CC(C)(C)C (2-chloro-4,6-bis(t-octylamino)-1,3,5-triazine), [OH-].[Na+] (sodium hydroxide). Run in C=1(C(=CC=CC1)C)C (xylene). Conditions: temperature 25 celsius. Yields the product CC1(NC(CC(C1)N(CCCCCCN(C1CC(NC(C1)(C)C)(C)C)C1=NC(=NC(=N1)NCC=C)NCC=C)C1=NC(=NC(=N1)NCC=C)NCC=C)(C)C)C (2,2'-[Hexamethylenebis[(2,2,6,6-tetramethyl-4-piperidinyl)imino]]bis(4,6-di-allylamino-1,3,5-triazine)). Isolated yield 80.3%. As a reaction SMILES: [NH:1]([CH:19]1[CH2:24][C:23]([CH3:26])([CH3:25])[NH:22][C:21]([CH3:28])([CH3:27])[CH2:20]1)[CH2:2][CH2:3][CH2:4][CH2:5][CH2:6][CH2:7][NH:8][CH:9]1[CH2:14][C:13]([CH3:16])([CH3:15])[NH:12][C:11]([CH3:18])([CH3:17])[CH2:10]1.Cl[C:30]1[N:35]=[C:34]([NH:36][C:37]([CH2:40][C:41](C)(C)C)(C)C)[N:33]=[C:32]([NH:45][C:46]([CH2:49][C:50](C)(C)C)(C)C)[N:31]=1.[OH-].[Na+]>C1(C)C(C)=CC=CC=1>[CH3:25][C:23]1([CH3:26])[CH2:24][CH:19]([N:1]([C:30]2[N:31]=[C:32]([NH:45][CH2:46][CH:49]=[CH2:50])[N:33]=[C:34]([NH:36][CH2:37][CH:40]=[CH2:41])[N:35]=2)[CH2:2][CH2:3][CH2:4][CH2:5][CH2:6][CH2:7][N:8]([C:30]2[N:31]=[C:32]([NH:45][CH2:46][CH:49]=[CH2:50])[N:33]=[C:34]([NH:36][CH2:37][CH:40]=[CH2:41])[N:35]=2)[CH:9]2[CH2:14][C:13]([CH3:16])([CH3:15])[NH:12][C:11]([CH3:17])([CH3:18])[CH2:10]2)[CH2:20][C:21]([CH3:28])([CH3:27])[NH:22]1 |f:2.3|. Reported procedure: A stirred mixture of 4,4'(hexamethylenediimino)bis(2,2,6,6-tetramethylpiperidine) (6.36 grams; 0.0161 mole), 2-chloro-4,6-bis(t-octylamino)-1,3,5-triazine (9.56 grams; 0.0322 mole), and powdered sodium hydroxide (1.29 grams; 0.0322 mole) in xylene (75 mls) is stirred and heated at reflux while removing water therein by means of a water trap. The reaction mixture is stirred and heated at reflux for 18 hours, cooled to 25° C., and treated with acetonitrile (200 mls). The reaction mixture is filter... Starting materials: CC(=O)O, CCCC[N+](CCCC)(CCCC)CCCC, COC(=O)CN(Cc1ccc2[nH]ccc2c1)S(=O)(=O)NC(=O)OCC[Si](C)(C)C, CC#N, CCOCC, CS(C)=O, Cl, [F-], C1CCOC1, O, O, O, O. Yields the product O=C1CN(Cc2ccc3[nH]ccc3c2)S(=O)(=O)N1. Reaction SMILES: [C:22]([OH:23])(=[O:24])[CH3:25].[CH2:5]([N+:6]([CH2:7][CH2:8][CH2:9][CH3:10])([CH2:11][CH2:12][CH2:13][CH3:14])[CH2:15][CH2:16][CH2:17][CH3:18])[CH2:19][CH2:20][CH3:21].[CH3:26][O:27][C:28]([CH2:29][N:30]([CH2:31][c:32]1[cH:33][c:34]2[cH:35][cH:36][nH:37][c:38]2[cH:39][cH:40]1)[S:41](=[O:42])(=[O:43])[NH:44][C:45]([O:47][CH2:48][CH2:49][Si:50]([CH3:51])([CH3:52])[CH3:53])=[O:54])=[O:46].[CH3:55][C:56]#[N:57].[CH3:64][CH2:65][O:66][CH2:67][CH3:68].[CH3:70][S:71]([CH3:72])=[O:73].[ClH:63].[F-:4].[O:58]1[CH2:59][CH2:60][CH2:61][CH2:62]1.[OH2:1].[OH2:2].[OH2:3].[OH2:69]>>[CH2:29]1[N:30]([CH2:31][c:32]2[cH:33][c:34]3[cH:35][cH:36][nH:37][c:38]3[cH:39][cH:40]2)[S:41](=[O:42])(=[O:43])[NH:44][C:45]1=[O:47]. Reactants: Schiff bases, Schiff base, NCCN1CCNCC1 (4-(2-aminoethyl)piperazine), C(C=C)#N (acrylonitrile), amine, product I, NCCCCN (1,4-diaminobutane), ClC1=CC=C(C=C1)CCC(CCC1=CC=C(C=C1)Cl)=O (1,5-di-(4-chloro-phenyl)-3-pentanone). The product is NCCCC(CCCC(CCC1=CC=C(C=C1)Cl)CCC1=CC=C(C=C1)Cl)(N)N (1-(3-aminopropyl)-4-[1,5-di-(4-chloro-phenyl)-3-pentyl]diaminobutane). RXN SMILES: [NH2:1][CH2:2][CH2:3][CH2:4][CH2:5][NH2:6].[NH2:7]CCN1CCNCC1.[Cl:16][C:17]1[CH:22]=[CH:21][C:20]([CH2:23][CH2:24][C:25](=O)[CH2:26][CH2:27][C:28]2[CH:33]=[CH:32][C:31]([Cl:34])=[CH:30][CH:29]=2)=[CH:19][CH:18]=1.[C:36](#N)[CH:37]=[CH2:38]>>[NH2:1][CH2:2][CH2:3][CH2:4][C:5]([NH2:7])([NH2:6])[CH2:36][CH2:37][CH2:38][CH:25]([CH2:26][CH2:27][C:28]1[CH:33]=[CH:32][C:31]([Cl:34])=[CH:30][CH:29]=1)[CH2:24][CH2:23][C:20]1[CH:21]=[CH:22][C:17]([Cl:16])=[CH:18][CH:19]=1. Procedure: An an alternative to obtaining a mixture of Schiff bases VI and VI(a) or VI(b), which upon reduction give a mixture of product I the reaction can be conducted stepwise. For example, 1,4-diaminobutane or 4-(2-aminoethyl)piperazine may be converted to a Schiff base with 1,5-di-(4-chloro-phenyl)-3-pentanone, catalytically reduced, then the resulting amine selectively cyanoethylated with acrylonitrile, followed by catalytic hydrogenation to furnish 1-(3-aminopropyl)-4-[1,5-di-(4-chloro-phenyl)-3-pen...